describe an organic reaction: reactants, conditions, products, and yield From a dataset of the Open Reaction Database (ORD), a public repository of structured organic reaction records. Reactants: C1CCNCC1, Cc1ccccc1, CC(=O)O, CC(C)O, O=C1CNC(=O)N1, O=Cc1cccnc1. Product: O=C1NC(=O)C(=Cc2cccnc2)N1. Reaction SMILES: [CH2:20]1[CH2:21][CH2:22][NH:23][CH2:24][CH2:25]1.[CH3:30][c:31]1[cH:32][cH:33][cH:34][cH:35][cH:36]1.[CH3:8][C:9](=[O:10])[OH:11].[CH:26]([OH:27])([CH3:28])[CH3:29].[O:1]=[C:2]1[CH2:3][NH:4][C:5](=[O:6])[NH:7]1.[n:12]1[cH:13][c:14]([CH:18]=[O:19])[cH:15][cH:16][cH:17]1>>[O:1]=[C:2]1[C:3](=[CH:18][c:14]2[cH:13][n:12][cH:17][cH:16][cH:15]2)[NH:4][C:5](=[O:6])[NH:7]1. Reactants: C1(CCCCC1)C=1C=2C=CC(=CC2N2C1C1=C(C=C(C2)C(=O)NCC(CCC(=O)OC)=O)C=C(C=C1)OC)C(=O)OC (Methyl 13-cyclohexyl-3-(methyloxy)-6-(((5-(methyloxy)-2,5-dioxopentyl)amino)carbonyl)-7H-indolo[2,1-a][2]benzazepine-10-carboxylate), P(=O)(Cl)(Cl)Cl (phosphorus oxychloride), C([O-])(O)=O.[Na+] (sodium bicarbonate). Run in C1(=CC=CC=C1)C (toluene). The product is C1(CCCCC1)C=1C=2C=CC(=CC2N2C1C1=C(C=C(C2)C=2OC(=CN2)CCC(=O)OC)C=C(C=C1)OC)C(=O)OC (Methyl 13-cyclohexyl-3-methoxy-6-(5-(3-methoxy-3-oxopropyl)-1,3-oxazol-2-yl)-7H-indolo[2,1-a][2]benzazepine-10-carboxylate). Reaction SMILES: [CH:1]1([C:7]2[C:8]3[CH:9]=[CH:10][C:11]([C:39]([O:41][CH3:42])=[O:40])=[CH:12][C:13]=3[N:14]3[CH2:20][C:19]([C:21]([NH:23][CH2:24][C:25](=[O:32])[CH2:26][CH2:27][C:28]([O:30][CH3:31])=[O:29])=O)=[CH:18][C:17]4[CH:33]=[C:34]([O:37][CH3:38])[CH:35]=[CH:36][C:16]=4[C:15]=23)[CH2:6][CH2:5][CH2:4][CH2:3][CH2:2]1.P(Cl)(Cl)(Cl)=O.C(=O)(O)[O-].[Na+]>C1(C)C=CC=CC=1>[CH:1]1([C:7]2[C:8]3[CH:9]=[CH:10][C:11]([C:39]([O:41][CH3:42])=[O:40])=[CH:12][C:13]=3[N:14]3[CH2:20][C:19]([C:21]4[O:32][C:25]([CH2:26][CH2:27][C:28]([O:30][CH3:31])=[O:29])=[CH:24][N:23]=4)=[CH:18][C:17]4[CH:33]=[C:34]([O:37][CH3:38])[CH:35]=[CH:36][C:16]=4[C:15]=23)[CH2:2][CH2:3][CH2:4][CH2:5][CH2:6]1 |f:2.3|. Reported procedure: Methyl 13-cyclohexyl-3-(methyloxy)-6-(((5-(methyloxy)-2,5-dioxopentyl)amino)carbonyl)-7H-indolo[2,1-a][2]benzazepine-10-carboxylate (1.60 g, 2.79 mMol) was suspended in 38 ml of toluene along with phosphorus oxychloride (0.58 mL, 6.34 mMol). The mixture was heated to reflux under nitrogen for 3 hrs, cooled and poured into a sepratory funnel containing ice and saturated aqueous sodium bicarbonate solution. The aqueous mixture was extracted with ethyl acetate. The organic layer was washed sequenti... Reactants: Cl.C(C1=CC=CC=C1)NCCNC(CC1=CC=CC=C1)=O (N-[2-(benzylamino)ethyl]-2-phenylacetamide hydrochloride), C([O-])([O-])=O.[Na+].[Na+] (sodium carbonate). The solvent is O (water). Product: C(C1=CC=CC=C1)NCCNC(CC1=CC=CC=C1)=O (N-[2-(benzylamino)ethyl]-2-phenylacetamide). RXN SMILES: Cl.[CH2:2]([NH:9][CH2:10][CH2:11][NH:12][C:13](=[O:21])[CH2:14][C:15]1[CH:20]=[CH:19][CH:18]=[CH:17][CH:16]=1)[C:3]1[CH:8]=[CH:7][CH:6]=[CH:5][CH:4]=1.C(=O)([O-])[O-].[Na+].[Na+]>O>[CH2:2]([NH:9][CH2:10][CH2:11][NH:12][C:13](=[O:21])[CH2:14][C:15]1[CH:20]=[CH:19][CH:18]=[CH:17][CH:16]=1)[C:3]1[CH:4]=[CH:5][CH:6]=[CH:7][CH:8]=1 |f:0.1,2.3.4|. Reported procedure: The free base was liberated from the hydrochloride (15 g.) by basification of a solution in water (150 ml.) with solid sodium carbonate. The aqueous mixture was extracted with ethyl acetate (3×100 ml.) and the extracts were dried (MgSO4) and evaporated to give N-[2-(benzylamino)ethyl]-2-phenylacetamide as an oil (13.0 g.), which slowly crystallised. Run at temperature 100 celsius, time 0.5 hour. Procedure details: A mixture comprising 0.60 g of 2,3-dimethyl-4-(2-pyridylmethoxyethoxy)pyridine N-oxide and acetic anhydride was stirred at 100° C. for 0.5 hour and cooled, followed by the addition of 40 ml of ethanol. The obtained mixture was stirred at a room temperature for 0.5 hour and distilled to remove the solvent. The residue was dried in a vacuum to obtain 0.47 g of crude 2-acetoxymethyl-3-methyl-4-(2-pyridylmethoxyethoxy)pyridine as an oil. Yields the product C(C)(=O)OCC1=NC=CC(=C1C)OCCOCC1=NC=CC=C1 (2-acetoxymethyl-3-methyl-4-(2-pyridylmethoxyethoxy)pyridine). Run in C(C)O (ethanol). Starting materials: CC1=[N+](C=CC(=C1C)OCCOCC1=NC=CC=C1)[O-] (2,3-dimethyl-4-(2-pyridylmethoxyethoxy)pyridine N-oxide), C(C)(=O)OC(C)=O (acetic anhydride). As a reaction SMILES: [CH3:1][C:2]1[C:7]([CH3:8])=[C:6]([O:9][CH2:10][CH2:11][O:12][CH2:13][C:14]2[CH:19]=[CH:18][CH:17]=[CH:16][N:15]=2)[CH:5]=[CH:4][N+:3]=1[O-].[C:21]([O:24]C(=O)C)(=[O:23])[CH3:22]>C(O)C>[C:21]([O:24][CH2:1][C:2]1[C:7]([CH3:8])=[C:6]([O:9][CH2:10][CH2:11][O:12][CH2:13][C:14]2[CH:19]=[CH:18][CH:17]=[CH:16][N:15]=2)[CH:5]=[CH:4][N:3]=1)(=[O:23])[CH3:22]. Reactants: C1C(CC2=CC=CC=C12)OC=1C=C(NC2=C(C(CC2)=O)C)C=CC1OC (3-[3-(2-indanyloxy)-4-methoxyanilino]-2-methyl-2-cyclopenten-1-one), Cl.ClCC1=CC=NC=C1 (4-(chloromethyl)pyridine hydrochloride). Yields the product C1C(CC2=CC=CC=C12)OC=1C=C(N(CC2=CC=NC=C2)C2=C(C(CC2)=O)C)C=CC1OC (3-[3-(2-indanyloxy)-4-methoxy-N-(4-pyridylmethyl)anilino]-2-methyl-2-cyclopenten-1-one). Yield: 38.8%. RXN SMILES: [CH2:1]1[C:9]2[C:4](=[CH:5][CH:6]=[CH:7][CH:8]=2)[CH2:3][CH:2]1[O:10][C:11]1[CH:12]=[C:13]([CH:22]=[CH:23][C:24]=1[O:25][CH3:26])[NH:14][C:15]1[CH2:19][CH2:18][C:17](=[O:20])[C:16]=1[CH3:21].Cl.Cl[CH2:29][C:30]1[CH:35]=[CH:34][N:33]=[CH:32][CH:31]=1>>[CH2:1]1[C:9]2[C:4](=[CH:5][CH:6]=[CH:7][CH:8]=2)[CH2:3][CH:2]1[O:10][C:11]1[CH:12]=[C:13]([CH:22]=[CH:23][C:24]=1[O:25][CH3:26])[N:14]([C:15]1[CH2:19][CH2:18][C:17](=[O:20])[C:16]=1[CH3:21])[CH2:29][C:30]1[CH:35]=[CH:34][N:33]=[CH:32][CH:31]=1 |f:1.2|. Procedure: According to the same procedure as in Example 28, using 3-[3-(2-indanyloxy)-4-methoxyanilino]-2-methyl-2-cyclopenten-1-one produced in Example 10 instead of 3-(3-cyclopentyloxy-4-methoxyanilino)-2-cyclopenten-1-one, and using 4-(chloromethyl)pyridine hydrochloride instead of methyl iodide, the title compound (yield 38.8%) was obtained as a brown oil. Starting materials: NC[C@H]1N(CCC[C@H]1C)C(=O)C=1N=C(SC1C1=CC=C(C=C1)F)C (((2S,3R)-2-(aminomethyl)-3-methylpiperidin-1-yl)(5-(4-fluorophenyl)-2-methylthiazol-4-yl)methanone), C[C@@H]1[C@@H](NCCC1)CN1C(C2=CC=CC=C2C1=O)=O (2-(((2R,3S)-3-methylpiperidin-2-yl)methyl)isoindoline-1,3-dione). Yields the product NC[C@@H]1N(CCC[C@@H]1C)C(=O)C=1N=C(SC1C1=CC=C(C=C1)F)C (((2R,3S)-2-(Aminomethyl)-3-methylpiperidin-1-yl)(5-(4-fluorophenyl)-2-methylthiazol-4-yl)methanone). Reaction SMILES: [NH2:1][CH2:2][C@@H:3]1[C@H:8]([CH3:9])[CH2:7][CH2:6][CH2:5][N:4]1[C:10]([C:12]1[N:13]=[C:14]([CH3:24])[S:15][C:16]=1[C:17]1[CH:22]=[CH:21][C:20]([F:23])=[CH:19][CH:18]=1)=[O:11].C[C@H]1CCCN[C@H]1CN1C(=O)C2C(=CC=CC=2)C1=O>>[NH2:1][CH2:2][C@H:3]1[C@@H:8]([CH3:9])[CH2:7][CH2:6][CH2:5][N:4]1[C:10]([C:12]1[N:13]=[C:14]([CH3:24])[S:15][C:16]=1[C:17]1[CH:18]=[CH:19][C:20]([F:23])=[CH:21][CH:22]=1)=[O:11]. Reported procedure: The title compound was prepared following the same general protocol as described for ((2S,3R)-2-(aminomethyl)-3-methylpiperidin-1-yl)(5-(4-fluorophenyl)-2-methylthiazol-4-yl)methanone in Example A13 using 2-(((2R,3S)-3-methylpiperidin-2-yl)methyl)isoindoline-1,3-dione. MS (ESI) 348 (M+H). Starting materials: CC(C)CS(=O)(=O)N1CCC2(CCN(c3ccc(C(O)C(F)(F)F)cc3)C2=O)CC1, CC(C)CS(=O)(=O)N1CCC2(CCNC2=O)CC1, CC(O)(c1ccc(I)cc1)C(F)(F)F. Product: CC(C)CS(=O)(=O)N1CCC2(CCN(c3ccc(C(C)(O)C(F)(F)F)cc3)C2=O)CC1. RXN SMILES: [CH2:19]([S:20]([N:21]1[CH2:22][CH2:23][C:24]2([C:25](=[O:26])[N:27]([c:28]3[cH:29][cH:30][c:31]([CH:32]([OH:33])[C:34]([F:35])([F:36])[F:37])[cH:38][cH:39]3)[CH2:40][CH2:41]2)[CH2:42][CH2:43]1)(=[O:44])=[O:45])[CH:46]([CH3:47])[CH3:48].[CH2:1]([CH:2]([CH3:3])[CH3:4])[S:5](=[O:6])(=[O:7])[N:8]1[CH2:9][CH2:10][C:11]2([CH2:12][CH2:13][NH:14][C:15]2=[O:16])[CH2:17][CH2:18]1.[F:49][C:50]([C:51]([CH3:52])([OH:53])[c:54]1[cH:55][cH:56][c:57]([I:60])[cH:58][cH:59]1)([F:61])[F:62]>>[CH2:1]([CH:2]([CH3:3])[CH3:4])[S:5](=[O:6])(=[O:7])[N:8]1[CH2:9][CH2:10][C:11]2([CH2:12][CH2:13][N:14]([c:57]3[cH:56][cH:55][c:54]([C:51]([C:50]([F:49])([F:61])[F:62])([CH3:52])[OH:53])[cH:59][cH:58]3)[C:15]2=[O:16])[CH2:17][CH2:18]1. Starting materials: O=C([O-])[O-], ClCCBr, [K+], [K+], [Na+], CN(C)C=O, [OH-], Cc1ccc(C(=O)O)cc1-n1cc(C)c2ccc(O)cc2c1=O. The product is Cc1ccc(C(=O)O)cc1-n1cc(C)c2ccc(OCCCl)cc2c1=O. RXN SMILES: [C:24](=[O:25])([O-:26])[O-:27].[Cl:30][CH2:31][CH2:32][Br:33].[K+:28].[K+:29].[Na+:35].[O:36]=[CH:37][N:38]([CH3:39])[CH3:40].[OH-:34].[OH:1][c:2]1[cH:3][cH:4][c:5]2[c:6]([CH3:23])[cH:7][n:8](-[c:13]3[cH:14][c:15]([C:16](=[O:17])[OH:18])[cH:19][cH:20][c:21]3[CH3:22])[c:9](=[O:12])[c:10]2[cH:11]1>>[O:1]([c:2]1[cH:3][cH:4][c:5]2[c:6]([CH3:23])[cH:7][n:8](-[c:13]3[cH:14][c:15]([C:16](=[O:17])[OH:18])[cH:19][cH:20][c:21]3[CH3:22])[c:9](=[O:12])[c:10]2[cH:11]1)[CH2:32][CH2:31][Cl:30]. Reactants: O=C1C=CCCC1, C1CCOC1, [CH2]C, CCOC(C)=O, Cl. The product is CCOC(=O)CC1(O)C=CCCC1. RXN SMILES: [C:3]1(=[O:9])[CH:4]=[CH:5][CH2:6][CH2:7][CH2:8]1.[CH2:17]1[O:18][CH2:19][CH2:20][CH2:21]1.[CH2:1][CH3:2].[CH3:11][CH2:12][O:13][C:14]([CH3:15])=[O:16].[ClH:10]>>[C:3]1([OH:9])([CH2:15][C:14]([O:13][CH2:12][CH3:11])=[O:16])[CH:4]=[CH:5][CH2:6][CH2:7][CH2:8]1.